Dataset: the Open Reaction Database (ORD), a public repository of structured organic reaction records. Task: describe an organic reaction: reactants, conditions, products, and yield The reactants are CCCCCCC#N, CCCCCC, CC1CCC(=O)CC1, [Ca+2], [K+], O=S(=O)([O-])[O-], [OH-], CC(C)=CCCC1(C)OC1CO. The product is CCCCCC(C#N)=C1CCC(C)CC1. As a reaction SMILES: [C:15]([CH2:16][CH2:17][CH2:18][CH2:19][CH2:20][CH3:21])#[N:22].[CH3:37][CH2:38][CH2:39][CH2:40][CH2:41][CH3:42].[CH3:7][CH:8]1[CH2:9][CH2:10][C:11](=[O:14])[CH2:12][CH2:13]1.[Ca+2:1].[K+:24].[O-:2][S:3](=[O:4])(=[O:5])[O-:6].[OH-:23].[OH:25][CH2:26][CH:27]1[O:28][C:29]1([CH3:30])[CH2:31][CH2:32][CH:33]=[C:34]([CH3:35])[CH3:36]>>[CH3:7][CH:8]1[CH2:9][CH2:10][C:11](=[C:16]([C:15]#[N:22])[CH2:17][CH2:18][CH2:19][CH2:20][CH3:21])[CH2:12][CH2:13]1. Reactants: Cl (HCl), C(C)(=O)C1=C(C(=CC=C1[N+](=O)[O-])Cl)S(=O)(=O)N (2-acetyl-6chloro-3-nitrobenzenesulfonamide), C([O-])([O-])=O.[K+].[K+] (potassium carbonate), C(C=C)Br (allyl bromide). The solvent is CN(C=O)C (N, N-dimethylformamide). Run at temperature 60 celsius. The product is C(C=C)NS(=O)(=O)C1=C(C(=CC=C1Cl)[N+](=O)[O-])C(C)=O (N-allyl-2-acetyl-6-chloro-3-nitro-benzenesulfonamide). Yield: 12.0%. As a reaction SMILES: [C:1]([C:4]1[C:9]([N+:10]([O-:12])=[O:11])=[CH:8][CH:7]=[C:6]([Cl:13])[C:5]=1[S:14]([NH2:17])(=[O:16])=[O:15])(=[O:3])[CH3:2].C(=O)([O-])[O-].[K+].[K+].[CH2:24](Br)[CH:25]=[CH2:26].Cl>CN(C)C=O>[CH2:26]([NH:17][S:14]([C:5]1[C:6]([Cl:13])=[CH:7][CH:8]=[C:9]([N+:10]([O-:12])=[O:11])[C:4]=1[C:1](=[O:3])[CH3:2])(=[O:15])=[O:16])[CH:25]=[CH2:24] |f:1.2.3|. Reported procedure: A mixture of 2-acetyl-6chloro-3-nitrobenzenesulfonamide (150 mg, 0.51 mmol), potassium carbonate (84 mg, 0.61 mmol) and allyl bromide (0.18mL, 2.mmol) in 3 mL of N, N-dimethylformamide was heated to 60° C. for 4 days. The mixture was acidified with 1 N aq. HCl, then extracted with ethyl acetate. The solvent was concentrated to give the crude material. Colurnt chromatography on silica gel, eluting with ethyl acetate/hexane/acetic acid (50/49/1, v/v/v), gave the desired product (40 mg, 12%). EI-MS...